This data is from the Open Reaction Database (ORD), a public repository of structured organic reaction records. The task is: describe an organic reaction: reactants, conditions, products, and yield The yield is 84.6%. Procedure details: To a solution of Boc-cyclopropylalanine p-nitrobenzyl Ester (4) (450 mg, 1.34 mmol) in MeOH (20 ml) was added 1N NaOH (2.6 ml, 2.6 mmol) at room temperature. After the mixture was stirred for 3 hr, water (10 ml) was added and the MeOH was removed in vacuo. The aqueous residue was washed with Et2O to remove p-nitrobenzyl alcohol and the aqueous layer was separated, cooled in an ice bath and 10% citric acid solution was added to pH 3. The mixture was saturated with NaCl and extracted with AcOEt an... Conditions: time 3 hour. The reactants are [N+](=O)([O-])C1=CC=C(COC([C@@H](N(C2CC2)C(=O)OC(C)(C)C)C)=O)C=C1 (Boc-Cyclopropylalanine p-nitrobenzyl Ester), [OH-].[Na+] (NaOH), O (water). As a reaction SMILES: [N+](C1C=CC(C[O:9][C:10](=[O:24])[C@H:11]([CH3:23])[N:12]([C:16]([O:18][C:19]([CH3:22])([CH3:21])[CH3:20])=[O:17])[CH:13]2[CH2:15][CH2:14]2)=CC=1)([O-])=O.[OH-].[Na+].O>CO>[C:16]([N:12]([CH:13]1[CH2:15][CH2:14]1)[C@H:11]([C:10]([OH:24])=[O:9])[CH3:23])([O:18][C:19]([CH3:22])([CH3:20])[CH3:21])=[O:17] |f:1.2|. Yields the product C(=O)(OC(C)(C)C)N([C@@H](C)C(=O)O)C1CC1 (Boc-Cyclopropyl Alanine). Run in CO (MeOH). Reactants: O[C@@H](CN[C@H](CO)C1=CC=CC=C1)C=1C=CC(=C(C1)N(S(=O)(=O)C)CC1=CC=CC=C1)OCC1=CC=CC=C1 (N-{5-((1R)-1-hydroxy-2-{[(1S)-2-hydroxy-1-phenylethyl]amino}ethyl)-2-[(phenylmethyl)oxy]phenyl}-N-(phenylmethyl)methanesulfonamide). The reagents and catalysts are [Pd] (palladium on carbon), [OH-].[Pd+2].[OH-] (palladium hydroxide). Run in CCO (EtOH), CC(=O)O (AcOH). Reaction conditions: time 19 hour. Yields the product NC[C@H](O)C=1C=CC(=C(C1)NS(=O)(=O)C)O (N-{5-[(1R)-2-Amino-1-hydroxyethyl]-2-hydroxyphenyl}methanesulfonamide). As a reaction SMILES: [OH:1][C@H:2]([C:14]1[CH:15]=[CH:16][C:17]([O:32]CC2C=CC=CC=2)=[C:18]([N:20](CC2C=CC=CC=2)[S:21]([CH3:24])(=[O:23])=[O:22])[CH:19]=1)[CH2:3][NH:4][C@@H](C1C=CC=CC=1)CO>[Pd].CCO.CC(O)=O.[OH-].[Pd+2].[OH-]>[NH2:4][CH2:3][C@@H:2]([C:14]1[CH:15]=[CH:16][C:17]([OH:32])=[C:18]([NH:20][S:21]([CH3:24])(=[O:23])=[O:22])[CH:19]=1)[OH:1] |f:4.5.6|. Reported procedure: To an evacuated flask containing palladium hydroxide (70.8 mg) and palladium on carbon [50% water by weight] (70.8 mg) was added a solution of N-{5-((1R)-1-hydroxy-2-{[(1S)-2-hydroxy-1-phenylethyl]amino}ethyl)-2-[(phenylmethyl)oxy]phenyl}-N-(phenylmethyl)methanesulfonamide (354 mg) in EtOH (15 ml) and AcOH (3 ml). The mixture was hydrogenated for 19 h. The catalysts were filtered off and the filtrate concentrated in vacuo. The mixture was purified by column chromatography (Oasis cartridge, 0 to ...